Task: describe an organic reaction: reactants, conditions, products, and yield. Dataset: the Open Reaction Database (ORD), a public repository of structured organic reaction records Reactants: NC[C@H]1C[C@H](C1)N1C=C(C2=C1N=CN=C2N)C2=CC(=CC=C2)OCC2=CC=CC=C2 (cis-7-(3-aminomethyl-cyclobutyl)-5-(3-benzyloxy-phenyl)-7H-pyrrolo[2,3-d]pyrimidin-4-ylamine), C(CCC)N=C=O (n-butyl isocyanate). The product is NC=1C2=C(N=CN1)N(C=C2C2=CC(=CC=C2)OCC2=CC=CC=C2)[C@H]2C[C@H](C2)CNC(=O)NCCCC (cis-1-{3-[4-Amino-5-(3-benzyloxy-phenyl)-pyrrolo[2,3-d]pyrimidin-7-yl]-cyclobutylmethyl}-3-butyl-urea). RXN SMILES: [NH2:1][CH2:2][C@@H:3]1[CH2:6][C@H:5]([N:7]2[C:11]3[N:12]=[CH:13][N:14]=[C:15]([NH2:16])[C:10]=3[C:9]([C:17]3[CH:22]=[CH:21][CH:20]=[C:19]([O:23][CH2:24][C:25]4[CH:30]=[CH:29][CH:28]=[CH:27][CH:26]=4)[CH:18]=3)=[CH:8]2)[CH2:4]1.[CH2:31]([N:35]=[C:36]=[O:37])[CH2:32][CH2:33][CH3:34]>>[NH2:16][C:15]1[C:10]2[C:9]([C:17]3[CH:22]=[CH:21][CH:20]=[C:19]([O:23][CH2:24][C:25]4[CH:30]=[CH:29][CH:28]=[CH:27][CH:26]=4)[CH:18]=3)=[CH:8][N:7]([C@@H:5]3[CH2:4][C@H:3]([CH2:2][NH:1][C:36]([NH:35][CH2:31][CH2:32][CH2:33][CH3:34])=[O:37])[CH2:6]3)[C:11]=2[N:12]=[CH:13][N:14]=1. Procedure details: cis-1-{3-[4-Amino-5-(3-benzyloxy-phenyl)-pyrrolo[2,3-d]pyrimidin-7-yl]-cyclobutylmethyl}-3-butyl-urea is prepared as described in Example 26 using cis-7-(3-aminomethyl-cyclobutyl)-5-(3-benzyloxy-phenyl)-7H-pyrrolo[2,3-d]pyrimidin-4-ylamine and n-butyl isocyanate (Fluka, Buchs, Switzerland). Analytical HPLC: tR=6.54 min (Grad 2); ES-MS: m/eo=499.0. Yield: 46.0%. The reagents and catalysts are [Cl-].[Zn+2].[Cl-] (zinc chloride), C=1C=CC(=CC1)[P](C=2C=CC=CC2)(C=3C=CC=CC3)[Pd]([P](C=4C=CC=CC4)(C=5C=CC=CC5)C=6C=CC=CC6)([P](C=7C=CC=CC7)(C=8C=CC=CC8)C=9C=CC=CC9)[P](C=1C=CC=CC1)(C=1C=CC=CC1)C=1C=CC=CC1 (tetrakis(triphenylphosphine)palladium). Conditions: time 90 minute. The product is FC1=NC=C(C=C1)C=1N=CNC1 (2-Fluoro-5-(1H-imidazol-4-yl)-pyridine). Reported procedure: To a solution of 4-Iodo-1-trityl-1H-imidazole (1 eq) in THF at room temperature was added ethylmagnesium bromide (1.2 eq) under dry conditions. After stirring for 90 minutes, zinc chloride (1.2 eq) was added to the reaction mixture. After stirring for another 90 minutes, tetrakis(triphenylphosphine)palladium (10%) and 5-bromo-2-fluoropyridine (1.2 eq) were added to the reaction mixture. Subsequent reaction conditions and work up are as described previously, in Example 73 to afford the solid 2-Fl... The reactants are IC=1N=CN(C1)C(C1=CC=CC=C1)(C1=CC=CC=C1)C1=CC=CC=C1 (4-Iodo-1-trityl-1H-imidazole), C(C)[Mg]Br (ethylmagnesium bromide), BrC=1C=CC(=NC1)F (5-bromo-2-fluoropyridine). Solvent: C1CCOC1 (THF). RXN SMILES: I[C:2]1[N:3]=[CH:4][N:5](C(C2C=CC=CC=2)(C2C=CC=CC=2)C2C=CC=CC=2)[CH:6]=1.C([Mg]Br)C.Br[C:31]1[CH:32]=[CH:33][C:34]([F:37])=[N:35][CH:36]=1>C1COCC1.[Cl-].[Zn+2].[Cl-].C1C=CC([P]([Pd]([P](C2C=CC=CC=2)(C2C=CC=CC=2)C2C=CC=CC=2)([P](C2C=CC=CC=2)(C2C=CC=CC=2)C2C=CC=CC=2)[P](C2C=CC=CC=2)(C2C=CC=CC=2)C2C=CC=CC=2)(C2C=CC=CC=2)C2C=CC=CC=2)=CC=1>[F:37][C:34]1[CH:33]=[CH:32][C:31]([C:2]2[N:3]=[CH:4][NH:5][CH:6]=2)=[CH:36][N:35]=1 |f:4.5.6,^1:49,51,70,89|. The reactants are CCN=C=NCCCN(C)C, CN1CCOCC1, CN(C)CCN, O=C(O)c1ccc2oc(=O)n(Cc3ccc4[nH]c(=O)[nH]c4c3)c2c1, CN(C)C=O, O, On1nnc2ccccc21. Product: CN(C)CCNC(=O)c1ccc2oc(=O)n(Cc3ccc4[nH]c(=O)[nH]c4c3)c2c1. RXN SMILES: [CH3:25][CH2:26][N:27]=[C:28]=[N:29][CH2:30][CH2:31][CH2:32][N:33]([CH3:34])[CH3:35].[CH3:46][N:47]1[CH2:48][CH2:49][O:50][CH2:51][CH2:52]1.[CH3:53][N:54]([CH2:55][CH2:56][NH2:57])[CH3:58].[O:1]=[c:2]1[o:3][c:4]2[c:5]([n:6]1[CH2:7][c:8]1[cH:9][c:10]3[c:11]([nH:12][c:13](=[O:15])[nH:14]3)[cH:16][cH:17]1)[cH:18][c:19]([C:22](=[O:23])[OH:24])[cH:20][cH:21]2.[O:59]=[CH:60][N:61]([CH3:62])[CH3:63].[OH2:64].[OH:36][n:37]1[c:38]2[c:39]([cH:40][cH:41][cH:42][cH:43]2)[n:44][n:45]1>>[O:1]=[c:2]1[o:3][c:4]2[c:5]([n:6]1[CH2:7][c:8]1[cH:9][c:10]3[c:11]([nH:12][c:13](=[O:15])[nH:14]3)[cH:16][cH:17]1)[cH:18][c:19]([C:22](=[O:24])[NH:57][CH2:56][CH2:55][N:54]([CH3:53])[CH3:58])[cH:20][cH:21]2. Starting materials: ClC=1C=C(C(=O)OC)C=C(C1OC1CCCC1)OC1CCCC1 (Methyl 3-chloro-4,5-bis(cyclopentyloxy)benzoate). The solvent is O1CCOCC1 (1,4-dioxane). Yields the product ClC=1C=C(C(=O)O)C=C(C1OC1CCCC1)OC1CCCC1 (3-Chloro-4,5-bis(cyclopentyloxy)benzoic acid). The yield is 99.1%. RXN SMILES: [Cl:1][C:2]1[CH:3]=[C:4]([CH:9]=[C:10]([O:18][CH:19]2[CH2:23][CH2:22][CH2:21][CH2:20]2)[C:11]=1[O:12][CH:13]1[CH2:17][CH2:16][CH2:15][CH2:14]1)[C:5]([O:7]C)=[O:6]>O1CCOCC1>[Cl:1][C:2]1[CH:3]=[C:4]([CH:9]=[C:10]([O:18][CH:19]2[CH2:20][CH2:21][CH2:22][CH2:23]2)[C:11]=1[O:12][CH:13]1[CH2:14][CH2:15][CH2:16][CH2:17]1)[C:5]([OH:7])=[O:6]. Procedure details: 3-Chloro-4,5-bis(cyclopentyloxy)benzoic acid (5) (380 mg, 99%) was prepared from methyl 3-chloro-4,5-bis(cyclopentyloxy)benzoate (4) (400 mg, 1.18 mmol) using a procedure essentially the same as in Step (ii) for AAA-001, except that 1,4-dioxane (10 mL) was used instead of THF: m/z 323 [M−H]− (ES−); 1H NMR (400 MHz, DMSO-d6) δ: 13.07 (1H, br s), 7.52 (1H, d), 7.45 (1H, d), 4.97-4.91 (2H, m), 1.99-1.90 (2H, m), 1.70-1.57 (14H, m). The reactants are C1CCOC1, Cc1ccccc1, [Mg+2], [Na+], O=S(=O)([O-])[O-], CC(=O)c1ccc(C(F)(F)F)nc1N1CCOCC1, [OH-], O. Product: C=C(C)c1ccc(C(F)(F)F)nc1N1CCOCC1. RXN SMILES: [CH2:1]1[O:2][CH2:3][CH2:4][CH2:5]1.[CH3:34][c:35]1[cH:36][cH:37][cH:38][cH:39][cH:40]1.[Mg+2:27].[Na+:26].[O-:28][S:29](=[O:30])(=[O:31])[O-:32].[O:6]1[CH2:7][CH2:8][N:9]([c:12]2[n:13][c:14]([C:21]([F:22])([F:23])[F:24])[cH:15][cH:16][c:17]2[C:18]([CH3:19])=[O:20])[CH2:10][CH2:11]1.[OH-:25].[OH2:33]>>[CH2:1]=[C:18]([c:17]1[c:12]([N:9]2[CH2:8][CH2:7][O:6][CH2:11][CH2:10]2)[n:13][c:14]([C:21]([F:22])([F:23])[F:24])[cH:15][cH:16]1)[CH3:19]. Starting materials: C(C)(C)(C)OC(=O)NCC1=C(C=CC(=C1)Cl)NC(OC)=O (methyl (2-{[(t-butoxycarbonyl)amino]methyl}-4-chlorophenyl)carbamate), C(C)(=O)OCC.Cl (hydrogen chloride-ethyl acetate). Solvent: C(C)O (ethanol). Run at time 8 hour. Yields the product Cl.NCC1=C(C=CC(=C1)Cl)NC(OC)=O (methyl [2-(aminomethyl)-4-chlorophenyl]carbamate hydrochloride). The yield is 170.5%. As a reaction SMILES: C(OC([NH:8][CH2:9][C:10]1[CH:15]=[C:14]([Cl:16])[CH:13]=[CH:12][C:11]=1[NH:17][C:18](=[O:21])[O:19][CH3:20])=O)(C)(C)C.C(OCC)(=O)C.Cl>C(O)C>[ClH:16].[NH2:8][CH2:9][C:10]1[CH:15]=[C:14]([Cl:16])[CH:13]=[CH:12][C:11]=1[NH:17][C:18](=[O:21])[O:19][CH3:20] |f:1.2,4.5|. Procedure details: (Step 3) To a solution (2 ml) of methyl (2-{[(t-butoxycarbonyl)amino]methyl}-4-chlorophenyl)carbamate obtained in Step 2 (1.25 g) in ethanol was added 4N hydrogen chloride-ethyl acetate solution (2 ml) at room temperature, and the mixture was stirred overnight. The resulting crystals were collected by filtration, and recrystallized from ethanol and ethyl acetate to give methyl [2-(aminomethyl)-4-chlorophenyl]carbamate hydrochloride (0.85 g) as a white solid.